describe an organic reaction: reactants, conditions, products, and yield From a dataset of the Open Reaction Database (ORD), a public repository of structured organic reaction records. The product is N[C@](CO)(C)C1=CC2=CC=C(C(=C2C=C1)C1CC1)O[C@@H]1CC[C@H](CC1)C(C)(C)C ((R)-2-amino-2-(6-(trans-4-tert-butylcyclohexyloxy)-5-cyclopropylnaphthalen-2-yl)propan-1-ol). As a reaction SMILES: [C:1]([CH:5]1[CH2:10][CH2:9][CH:8]([O:11][C:12]2[C:13]([CH:29]3[CH2:31][CH2:30]3)=[C:14]3[C:19](=[CH:20][CH:21]=2)[CH:18]=[C:17]([C@:22]2([CH3:28])[CH2:26][O:25]C(=O)[NH:23]2)[CH:16]=[CH:15]3)[CH2:7][CH2:6]1)([CH3:4])([CH3:3])[CH3:2].C(O)C.O.[OH-].[Li+].O>>[NH2:23][C@@:22]([C:17]1[CH:16]=[CH:15][C:14]2[C:19](=[CH:20][CH:21]=[C:12]([O:11][C@H:8]3[CH2:7][CH2:6][C@H:5]([C:1]([CH3:4])([CH3:3])[CH3:2])[CH2:10][CH2:9]3)[C:13]=2[CH:29]2[CH2:31][CH2:30]2)[CH:18]=1)([CH3:28])[CH2:26][OH:25] |f:2.3.4|. The reactants are C(C)(C)(C)C1CCC(CC1)OC=1C(=C2C=CC(=CC2=CC1)[C@]1(NC(OC1)=O)C)C1CC1 ((R)-4-[6-(4-tert-Butyl-cyclohexyloxy)-5-cyclopropyl-naphthalen-2-yl]-4-methyl-oxazolidin-2-one), C(C)O (ethanol), O.[OH-].[Li+] (lithium hydroxide, monohydrate), O (water). Isolated yield 40.0%. Run at temperature 80 celsius, time 8 hour. Procedure details: (R)-4-[6-(4-tert-Butyl-cyclohexyloxy)-5-cyclopropyl-naphthalen-2-yl]-4-methyl-oxazolidin-2-one (0.1093 g, 0.0002593 mol) was dissolved in ethanol (2.00 mL, 0.0342 mol) in a capped 40 mL vial equipped with a magnetic stir bar. 4.2 M lithium hydroxide, monohydrate in water (1.00 mL, 0.00420 mol) was added and the reaction was stirred overnight at 80° C. HPLC analysis showed that the reaction was complete. The solvent was removed under reduced pressure. Methylene chloride and water were added and t... Reactants: C(C)(=O)OCC (ethyl acetate), C1(=CC=CC=C1)CC(=O)NC1C(NC1)=O (3-(2-Phenylacetamido)-2-azetidinone), ClCC#N (2-chloroacetonitrile), [H-].[Na+] (sodium hydride). The solvent is CN(C=O)C (N,N-dimethylformamide). The product is C(#N)CN1C(C(C1)NC(CC1=CC=CC=C1)=O)=O (1-Cyanomethyl-3-(2-phenylacetamido)-2-azetidinone). Yield: 11.6%. As a reaction SMILES: [C:1]1([CH2:7][C:8]([NH:10][CH:11]2[CH2:14][NH:13][C:12]2=[O:15])=[O:9])[CH:6]=[CH:5][CH:4]=[CH:3][CH:2]=1.Cl[CH2:17][C:18]#[N:19].[H-].[Na+].C(OCC)(=O)C>CN(C)C=O>[C:18]([CH2:17][N:13]1[CH2:14][CH:11]([NH:10][C:8](=[O:9])[CH2:7][C:1]2[CH:6]=[CH:5][CH:4]=[CH:3][CH:2]=2)[C:12]1=[O:15])#[N:19] |f:2.3|. Reported procedure: 3-(2-Phenylacetamido)-2-azetidinone (408 mg.) and 2-chloroacetonitrile (152 mg.) was dissolved in N,N-dimethylformamide (15 ml.), and to the solution was added sodium hydride (50% oily) (105 mg.) under stirring at ambient temperature, whereafter the reaction mixture was stirred for an hour at room temperature, and ethyl acetate (100 ml.) was added to the reaction mixture. The ethyl acetate layer was washed with water and dried over anhydrous magnesium sulfate, and then the solvent was distilled ... Reported procedure: 11.8 g of 3-chloro-5,6,7,8-tetrahydro-6-(4-phenylbutyryl)pyrido[4,3-c]pyridazine and 60 cc of hydrazine hydrate are stirred at a bath temperature of 50° for 53 hours with the addition of 50 cc of dioxane. The mixture is worked up as described in Example 10. The qentisinate of the title compound has a M.P. of 203°-205° (decomp., from methanol/water 2:1). Product: N(N)C1=CC2=C(N=N1)CCN(C2)C(CCCC2=CC=CC=C2)=O (3-Hydrazino-5,6,7,8-tetrahydro-6-(4-phenylbutyryl)pyrido[4,3-c]pyridazine). Starting materials: ClC1=CC2=C(N=N1)CCN(C2)C(CCCC2=CC=CC=C2)=O (3-chloro-5,6,7,8-tetrahydro-6-(4-phenylbutyryl)pyrido[4,3-c]pyridazine), O.NN (hydrazine hydrate). Reaction SMILES: Cl[C:2]1[N:7]=[N:6][C:5]2[CH2:8][CH2:9][N:10]([C:12](=[O:22])[CH2:13][CH2:14][CH2:15][C:16]3[CH:21]=[CH:20][CH:19]=[CH:18][CH:17]=3)[CH2:11][C:4]=2[CH:3]=1.O.[NH2:24][NH2:25]>O1CCOCC1>[NH:24]([C:2]1[N:7]=[N:6][C:5]2[CH2:8][CH2:9][N:10]([C:12](=[O:22])[CH2:13][CH2:14][CH2:15][C:16]3[CH:21]=[CH:20][CH:19]=[CH:18][CH:17]=3)[CH2:11][C:4]=2[CH:3]=1)[NH2:25] |f:1.2|. The solvent is O1CCOCC1 (dioxane). Starting materials: Cl.C1(=CC=CC=C1)S(=O)(=O)C1=CC=C2C(CCOC2=C1)CN (C-(7-Benzenesulfonyl-chroman-4-yl)-methylamine HCl salt), O([K])C#N (KOCN). Solvent: O (water). Conditions: temperature 100 celsius, time 30 minute. Yields the product C1(=CC=CC=C1)S(=O)(=O)C1=CC=C2C(CCOC2=C1)CNC(=O)N ((7-Benzenesulfonyl-chroman-4-ylmethyl)-urea). Reaction SMILES: Cl.[C:2]1([S:8]([C:11]2[CH:20]=[C:19]3[C:14]([CH:15]([CH2:21][NH2:22])[CH2:16][CH2:17][O:18]3)=[CH:13][CH:12]=2)(=[O:10])=[O:9])[CH:7]=[CH:6][CH:5]=[CH:4][CH:3]=1.[O:23]([C:25]#[N:26])[K]>O>[C:2]1([S:8]([C:11]2[CH:20]=[C:19]3[C:14]([CH:15]([CH2:21][NH:22][C:25]([NH2:26])=[O:23])[CH2:16][CH2:17][O:18]3)=[CH:13][CH:12]=2)(=[O:10])=[O:9])[CH:3]=[CH:4][CH:5]=[CH:6][CH:7]=1 |f:0.1|. Procedure details: C-(7-Benzenesulfonyl-chroman-4-yl)-methylamine HCl salt (75 mg, 0.22 mmol) was dissolved in 8 mL water and KOCN (36 mg, 0.44 mmol) was added. The reaction mixture was stirred at 100° C. for 30 minutes., then cooled, partitioned between EtOAc and water, and dried over MgSO4. After concentration, the product was precipitated from Et2O/hexanes. After formation of the HCl salt, 24 mg (32%) of (7-Benzenesulfonyl-chroman-4-ylmethyl)-urea was collected. MS: 347 (M+H)+. Reactants: ClC=1C=CC(=C(C1)C1=CC(N(C=C1OC)CC(=O)NC1=CC=C(C(=O)OC(C)(C)C)C=C1)=O)C#N (tert-butyl 4-({[4-(5-chloro-2-cyanophenyl)-5-methoxy-2-oxopyridin-1(2H)-yl]acetyl}amino)benzoate), C(=O)(C(F)(F)F)O (TFA). Product: ClC=1C=CC(=C(C1)C1=CC(N(C=C1OC)CC(=O)NC1=CC=C(C(=O)O)C=C1)=O)C#N (4-({[4-(5-Chloro-2-cyanophenyl)-5-methoxy-2-oxopyridin-1(2H)-yl]acetyl}amino)benzoic acid). RXN SMILES: [Cl:1][C:2]1[CH:3]=[CH:4][C:5]([C:34]#[N:35])=[C:6]([C:8]2[C:13]([O:14][CH3:15])=[CH:12][N:11]([CH2:16][C:17]([NH:19][C:20]3[CH:32]=[CH:31][C:23]([C:24]([O:26]C(C)(C)C)=[O:25])=[CH:22][CH:21]=3)=[O:18])[C:10](=[O:33])[CH:9]=2)[CH:7]=1.C(O)(C(F)(F)F)=O>>[Cl:1][C:2]1[CH:3]=[CH:4][C:5]([C:34]#[N:35])=[C:6]([C:8]2[C:13]([O:14][CH3:15])=[CH:12][N:11]([CH2:16][C:17]([NH:19][C:20]3[CH:32]=[CH:31][C:23]([C:24]([OH:26])=[O:25])=[CH:22][CH:21]=3)=[O:18])[C:10](=[O:33])[CH:9]=2)[CH:7]=1. Reported procedure: 49.0 mg (99.0 μmol) of tert-butyl 4-({[4-(5-chloro-2-cyanophenyl)-5-methoxy-2-oxopyridin-1(2H)-yl]acetyl}amino)benzoate and 153 μl (1.98 mmol) of TFA were reacted according to General Method 2. Yield: 20 mg (44% of theory) Starting materials: OC1CC(C2CCC(=C2CC1C(C)C)C)=C (6-hydroxy-7-isopropyl-1-methyl-4-methylen-2,3,3a,4,5,6,7,8-octahydroazulene), CC(=O)C.OS(=O)(=O)O.O=[Cr](=O)=O (Jones reagent). Reaction SMILES: [OH:1][CH:2]1[CH:11]([CH:12]([CH3:14])[CH3:13])[CH2:10][C:9]2[CH:5]([CH2:6][CH2:7][C:8]=2[CH3:15])[C:4](=[CH2:16])[CH2:3]1.CC(C)=O.OS(O)(=O)=O.O=[Cr](=O)=O>CC(C)=O>[CH:12]([CH:11]1[CH2:10][C:9]2[CH:5]([CH2:6][CH2:7][C:8]=2[CH3:15])[C:4](=[CH2:16])[CH2:3][C:2]1=[O:1])([CH3:14])[CH3:13] |f:1.2.3|. Procedure details: A solution, cooled to -10°, of 1.10 g of 6-hydroxy-7-isopropyl-1-methyl-4-methylen-2,3,3a,4,5,6,7,8-octahydroazulene (isomer A) in 50 ml of acetone was treated within 10 minutes with 2 ml of Jones reagent (5.3 mM CrO3) and the reaction mixture obtained then poured on to ice-cold bicarbonate solution. Extraction with ether, washing the extracts with bicarbonate solution and water, drying with sodium sulphate, concentration and distillation under reduced pressure yielded 990 mg (yield 90%) of 7-is... Isolated yield 90.8%. The product is C(C)(C)C1C(CC(C2CCC(=C2C1)C)=C)=O (7-isopropyl-1-methyl-4-methylen-6-oxo-2,3,3a,4,5,6,7,8-octahydroazulene). The solvent is CC(=O)C (acetone).